This data is from the Open Reaction Database (ORD), a public repository of structured organic reaction records. The task is: describe an organic reaction: reactants, conditions, products, and yield The reactants are FC=1C(=NC=C(C1)F)N (3,5-difluoropyridin-2-amine), BrCC(CCC#C[Si](C)(C)C)=O (1-bromo-6-(trimethylsilyl)hex-5-yn-2-one), BrCC(CCC#C[Si](C)(C)C)=O (1-bromo-6-(trimethylsilyl)hex-5-yn-2-one). The product is FC=1C=C(C=2N(C1)C=C(N2)CCC#C[Si](C)(C)C)F (6,8-difluoro-2-(4-(trimethylsilyl)but-3-ynyl)-imidazo[1,2-a]pyridine). Isolated yield 49.1%. As a reaction SMILES: [F:1][C:2]1[C:3]([NH2:9])=[N:4][CH:5]=[C:6]([F:8])[CH:7]=1.Br[CH2:11][C:12](=O)[CH2:13][CH2:14][C:15]#[C:16][Si:17]([CH3:20])([CH3:19])[CH3:18]>>[F:8][C:6]1[CH:7]=[C:2]([F:1])[C:3]2[N:4]([CH:11]=[C:12]([CH2:13][CH2:14][C:15]#[C:16][Si:17]([CH3:20])([CH3:19])[CH3:18])[N:9]=2)[CH:5]=1. Reported procedure: The title compound was prepared in accordance with the general method of Example 223(D), from 3,5-difluoropyridin-2-amine (492 mg, 3.78 mmol) and 1-bromo-6-(trimethylsilyl)hex-5-yn-2-one (compound 223(C), 1.87 mg, 7.56 mmol). The crude residue was purified over silicagel chromatography (prepacked 25 g silicagel column, from DCM/Cyclohexane: 70/30 to DCM/MeOH: 95/5 as eluent) to afford 517 mg of 6,8-difluoro-2-(4-(trimethylsilyl)but-3-ynyl)-imidazo[1,2-a]pyridine (Yield: 49%) as a brown oil. Reactants: ClC=1C=C(C(=O)Cl)C=C(C1C)Cl (3,5-dichloro-4-methylbenzoyl chloride), CCCCCC (hexane), C([O-])(O)=O.[Na+] (sodium bicarbonate), Cl.NC(C(CCl)=O)(CC)C (3-amino-1-chloro-3-methyl-2-pentanone hydrochloride), CCCCCC (hexane). Solvent: O1CCCC1 (tetrahydrofuran), O (water). Conditions: time 2 hour. Yields the product ClC=1C=C(C(=O)NC(C(CCl)=O)(C)CC)C=C(C1C)Cl (3,5-dichloro-N-(3-chloro-1-ethyl-1-methyl-2-oxopropyl)-4-methylbenzamide). The yield is 60.5%. Reaction SMILES: C(=O)(O)[O-].[Na+].Cl.[NH2:7][C:8]([CH3:15])([CH2:13][CH3:14])[C:9](=[O:12])[CH2:10][Cl:11].CCCCCC.[Cl:22][C:23]1[CH:24]=[C:25]([CH:29]=[C:30]([Cl:33])[C:31]=1[CH3:32])[C:26](Cl)=[O:27]>O.O1CCCC1>[Cl:22][C:23]1[CH:24]=[C:25]([CH:29]=[C:30]([Cl:33])[C:31]=1[CH3:32])[C:26]([NH:7][C:8]([CH2:13][CH3:14])([CH3:15])[C:9](=[O:12])[CH2:10][Cl:11])=[O:27] |f:0.1,2.3|. Reported procedure: To a well-stirred solution of 1.1 g (13.1 mmol) sodium bicarbonate in 15 mL water was added solid 3-amino-1-chloro-3-methyl-2-pentanone hydrochloride (1 g, 5.4 mmoles) portionwise. To the resulting solution was added 15 mL of hexane followed by dropwise addition of a solution of 3,5-dichloro-4-methylbenzoyl chloride (1.2 g, 5.4 mmol) in 1 mL of tetrahydrofuran. Another 15 mL of hexane was added, and the resulting mixture was stirred at room temperature for 2 hours. The reaction mixture was filte... Reactants: [BH4-], CCO, [Cl-], CC1(C)C(=O)c2cccc(Cl)c2C1=O, [NH4+], [Na+]. The product is CC1(C)C(=O)c2c(Cl)cccc2C1O. As a reaction SMILES: [BH4-:15].[CH3:17][CH2:18][OH:19].[Cl-:20].[Cl:1][c:2]1[c:3]2[c:7]([cH:8][cH:9][cH:10]1)[C:6](=[O:11])[C:5]([CH3:12])([CH3:13])[C:4]2=[O:14].[NH4+:21].[Na+:16]>>[Cl:1][c:2]1[c:3]2[c:7]([cH:8][cH:9][cH:10]1)[CH:6]([OH:11])[C:5]([CH3:12])([CH3:13])[C:4]2=[O:14]. The reactants are C=O (formaldehyde), [OH-].[Na+] (sodium hydroxide), C(C1=CC=CC=C1)O[C@@H]1[C@H](O[C@@]([C@@H]([C@H]1OCC1=CC=CC=C1)OCC1=CC=CC=C1)(OC)C1=CC(=C(C=C1)Cl)CC=1C=CC2=C(CCO2)C1)C=O ((2S,3S,4S,5R,6S)-3,4,5-tribenzyloxy-6-[4-chloro-3-(2,3-dihydrobenzofuran-5-ylmeth-yl)phenyl]-6-methoxy-tetrahydropyran-2-carbaldehyde). Run in O1CCOCC1 (1,4-dioxane). Conditions: temperature 70 celsius, time 16 hour. The product is C(C1=CC=CC=C1)O[C@@H]1[C@](O[C@@]([C@@H]([C@H]1OCC1=CC=CC=C1)OCC1=CC=CC=C1)(OC)C1=CC(=C(C=C1)Cl)CC=1C=CC2=C(CCO2)C1)(C=O)CO ((2S,3S,4S,5R,6S)-3,4,5-tribenzyloxy-6-[4-chloro-3-(2,3-dihydrobenzofuran-5-ylmethyl)phenyl]-2-(hydroxymethyl)-6-methoxy-tetrahydropyran-2-carbaldehyde). RXN SMILES: [CH2:1]([O:8][C@H:9]1[C@H:14]([O:15][CH2:16][C:17]2[CH:22]=[CH:21][CH:20]=[CH:19][CH:18]=2)[C@@H:13]([O:23][CH2:24][C:25]2[CH:30]=[CH:29][CH:28]=[CH:27][CH:26]=2)[C@@:12]([C:33]2[CH:38]=[CH:37][C:36]([Cl:39])=[C:35]([CH2:40][C:41]3[CH:42]=[CH:43][C:44]4[O:48][CH2:47][CH2:46][C:45]=4[CH:49]=3)[CH:34]=2)([O:31][CH3:32])[O:11][C@@H:10]1[CH:50]=[O:51])[C:2]1[CH:7]=[CH:6][CH:5]=[CH:4][CH:3]=1.[CH2:52]=[O:53].[OH-].[Na+]>O1CCOCC1>[CH2:1]([O:8][C@H:9]1[C@H:14]([O:15][CH2:16][C:17]2[CH:22]=[CH:21][CH:20]=[CH:19][CH:18]=2)[C@@H:13]([O:23][CH2:24][C:25]2[CH:30]=[CH:29][CH:28]=[CH:27][CH:26]=2)[C@@:12]([C:33]2[CH:38]=[CH:37][C:36]([Cl:39])=[C:35]([CH2:40][C:41]3[CH:42]=[CH:43][C:44]4[O:48][CH2:47][CH2:46][C:45]=4[CH:49]=3)[CH:34]=2)([O:31][CH3:32])[O:11][C@:10]1([CH2:52][OH:53])[CH:50]=[O:51])[C:2]1[CH:3]=[CH:4][CH:5]=[CH:6][CH:7]=1 |f:2.3|. Procedure details: (2S,3S,4S,5R,6S)-3,4,5-tribenzyloxy-6-[4-chloro-3-(2,3-dihydrobenzofuran-5-ylmethyl)phenyl]-6-methoxy-tetrahydropyran-2-carbaldehyde 51 (4.19 g, 5.9 mmol) was dissolved in 45 mL 1,4-dioxane, followed by addition of 9.6 mL 37% formaldehyde solution and dropwise addition of 17.82 mL 1 M sodium hydroxide solution. The reaction mixture was stirred for 16 hours at 70° C. Thereafter, the reaction mixture was concentrated under reduced pressure and partitioned after 100 mL ethyl acetate and 50 mL satur... Procedure details: To a microwave vessel was added 2-(methoxycarbonyl)phenylboronic acid (63.4 mg, 0.352 mmol), 2-bromo-4-fluoro-1-nitrobenzene (77 mg, 0.35 mmol), diacetoxypalladium (0.93 mg, 4.1 mmol) and dicyclohexyl(2′,6′-dimethoxybiphenyl-2-yl)phosphine (3.47 mg, 8.45 μmol). Ethanol (1760 μl) and sodium carbonate (176 μl, 0.352 mmol) were added and the mixture was reacted in a microwave reactor at 100° C. for 30 min. The reaction mixture was diluted with dichloromethane, dried over anhydrous sodium sulfate, f... The solvent is ClCCl (dichloromethane). Reagents/catalysts: C(C)(=O)O[Pd]OC(C)=O (diacetoxypalladium), C1(CCCCC1)P(C1=C(C=CC=C1)C1=C(C=CC=C1OC)OC)C1CCCCC1 (dicyclohexyl(2′,6′-dimethoxybiphenyl-2-yl)phosphine). Starting materials: COC(=O)C1=C(C=CC=C1)B(O)O (2-(methoxycarbonyl)phenylboronic acid), BrC1=C(C=CC(=C1)F)[N+](=O)[O-] (2-bromo-4-fluoro-1-nitrobenzene), C(C)O (Ethanol), C([O-])([O-])=O.[Na+].[Na+] (sodium carbonate). Yield: 56.9%. As a reaction SMILES: [CH3:1][O:2][C:3]([C:5]1[CH:10]=[CH:9][CH:8]=[CH:7][C:6]=1B(O)O)=[O:4].Br[C:15]1[CH:20]=[C:19]([F:21])[CH:18]=[CH:17][C:16]=1[N+:22]([O-:24])=[O:23].C(O)C.C(=O)([O-])[O-].[Na+].[Na+]>ClCCl.C(O[Pd]OC(=O)C)(=O)C.C1(P(C2CCCCC2)C2C=CC=CC=2C2C(OC)=CC=CC=2OC)CCCCC1>[F:21][C:19]1[CH:18]=[CH:17][C:16]([N+:22]([O-:24])=[O:23])=[C:15]([C:6]2[C:5]([C:3]([O:2][CH3:1])=[O:4])=[CH:10][CH:9]=[CH:8][CH:7]=2)[CH:20]=1 |f:3.4.5|. Product: FC=1C=CC(=C(C1)C=1C(=CC=CC1)C(=O)OC)[N+](=O)[O-] (methyl 5′-fluoro-2′-nitrobiphenyl-2-carboxylate). The reactants are CI, O=C1Nc2ccc([N+](=O)[O-])cc2OC1(F)F, [K+], [K+], O=C([O-])[O-], CN(C)C=O, O. Product: CN1C(=O)C(F)(F)Oc2cc([N+](=O)[O-])ccc21. RXN SMILES: [CH3:23][I:24].[F:1][C:2]1([F:16])[O:3][c:4]2[c:5]([cH:9][cH:10][c:11]([N+:13](=[O:14])[O-:15])[cH:12]2)[NH:6][C:7]1=[O:8].[K+:17].[K+:18].[O-:19][C:20]([O-:21])=[O:22].[O:26]=[CH:27][N:28]([CH3:29])[CH3:30].[OH2:25]>>[F:1][C:2]1([F:16])[O:3][c:4]2[c:5]([cH:9][cH:10][c:11]([N+:13](=[O:14])[O-:15])[cH:12]2)[N:6]([CH3:20])[C:7]1=[O:8].